The task is: describe an organic reaction: reactants, conditions, products, and yield. This data is from the Open Reaction Database (ORD), a public repository of structured organic reaction records. Reactants: CC=1C=C(C=C(C1)C)C=1N=C(SC1C1=CC=NC=C1)N ([4-(3,5-dimethylphenyl)-5-(4-pyridyl)-1,3-thiazol-2-yl]amine), C(C)(=O)Cl (acetyl chloride), C(O)([O-])=O.[Na+] (sodium hydrogencarbonate). The reagents and catalysts are CN(C1=CC=NC=C1)C (4-dimethylaminopyridine). The solvent is CN(C(C)=O)C (N,N-dimethylacetamide). Conditions: temperature 80 celsius, time 14 hour. Yields the product CC=1C=C(C=C(C1)C)C=1N=C(SC1C1=CC=NC=C1)NC(C)=O (N-[4-(3,5-dimethylphenyl)-5-(4-pyridyl)-1,3-thiazol-2-yl]acetamide). The yield is 29.5%. Reaction SMILES: [CH3:1][C:2]1[CH:3]=[C:4]([C:9]2[N:10]=[C:11]([NH2:20])[S:12][C:13]=2[C:14]2[CH:19]=[CH:18][N:17]=[CH:16][CH:15]=2)[CH:5]=[C:6]([CH3:8])[CH:7]=1.[C:21](Cl)(=[O:23])[CH3:22].C(=O)([O-])O.[Na+]>CN(C)C1C=CN=CC=1.CN(C)C(=O)C>[CH3:1][C:2]1[CH:3]=[C:4]([C:9]2[N:10]=[C:11]([NH:20][C:21](=[O:23])[CH3:22])[S:12][C:13]=2[C:14]2[CH:19]=[CH:18][N:17]=[CH:16][CH:15]=2)[CH:5]=[C:6]([CH3:8])[CH:7]=1 |f:2.3|. Procedure details: To a solution of [4-(3,5-dimethylphenyl)-5-(4-pyridyl)-1,3-thiazol-2-yl]amine (0.50 g, 1.78 mmol) and 4-dimethylaminopyridine (0.06 g, 0.51 mmol) in N,N-dimethylacetamide (5 mL) was added acetyl chloride (0.21 g, 2.67 mmol) and the mixture was stirred at 80° C. for 14 h. To the reaction mixture was poured aqueous sodium hydrogencarbonate. The precipitated solid was collected by filtration. The obtained solid was washed with water and dried. The crude crystals were recrystallized from ethanol to ...